Task: describe an organic reaction: reactants, conditions, products, and yield. Dataset: the Open Reaction Database (ORD), a public repository of structured organic reaction records Reactants: N1N=CC=C1 (pyrazole), FC1=C(C(=O)OCC)C=CC=C1 (ethyl 2-fluorobenzoate), amines, FC1=C(C(=O)OCC)C=CC=C1 (ethyl 2-fluorobenzoate). Solvent: CN(C=O)C (N, N-dimethylformamide). The product is N1(N=CC=C1)C1=C(C(=O)OCC)C=CC=C1 (ethyl 2-(1-pyrazolyl)benzoate). RXN SMILES: F[C:2]1[CH:12]=[CH:11][CH:10]=[CH:9][C:3]=1[C:4]([O:6][CH2:7][CH3:8])=[O:5].[NH:13]1[CH:17]=[CH:16][CH:15]=[N:14]1>CN(C)C=O>[N:13]1([C:2]2[CH:12]=[CH:11][CH:10]=[CH:9][C:3]=2[C:4]([O:6][CH2:7][CH3:8])=[O:5])[CH:17]=[CH:16][CH:15]=[N:14]1. Procedure details: As described for the general reaction of ethyl 2-fluorobenzoate with amines set forth in Tetrahedron, 53, 7557-7576 (1997), ethyl 2-fluorobenzoate was reacted with pyrazole by refluxing N, N-dimethylformamide to give ethyl 2-(1-pyrazolyl)benzoate, as a thick yellow oil. Anal. Calc'd: for C12H12 N2O2: C, 66.7,H, 5.6; N 13.0: Found: C, 66.5:H, 5.4: N, 12.9; Mass spectrum (ES) 217.2 (M+H). A sample (7.02 g) of this compound and 8.42 ml of 5N NaOH in 40 ml of ethanol-tetrahydrofuran (2:1) was reflux... Starting materials: C1(=CC=CC=C1)C1COCC=2C(NC(OC21)=O)=O (8-phenyl-7,8-dihydropyrano[3,4-e][1,3]oxazine-2,4(3H,5H)-dione), [OH-].[NH4+] (ammonium hydroxide). Run at time 8 hour. Yields the product C1(=CC=CC=C1)C1COCC2=C1NC(NC2=O)=O (8-phenyl-7,8-dihydro-1H-pyrano[4,3-d]pyrimidine-2,4(3H,5H)-dione). Reaction SMILES: [C:1]1([CH:7]2[C:16]3[O:15][C:14](=O)[NH:13][C:12](=[O:18])[C:11]=3[CH2:10][O:9][CH2:8]2)[CH:6]=[CH:5][CH:4]=[CH:3][CH:2]=1.[OH-].[NH4+:20]>>[C:1]1([CH:7]2[C:16]3[NH:20][C:14](=[O:15])[NH:13][C:12](=[O:18])[C:11]=3[CH2:10][O:9][CH2:8]2)[CH:6]=[CH:5][CH:4]=[CH:3][CH:2]=1 |f:1.2|. Procedure: A solution of 8-phenyl-7,8-dihydropyrano[3,4-e][1,3]oxazine-2,4(3H,5H)-dione (Intermediate I(3)) (2.58 g, 10.52 mmol) in ammonium hydroxide (28.7 mL, 736 mmol) was heated to 80° C. in a sealed tube and stirred overnight. The reaction mixture was then concentrated to dryness giving 8-phenyl-7,8-dihydro-1H-pyrano[4,3-d]pyrimidine-2,4(3H,5H)-dione. The crude material was carried on as-is. LC-MS (M+H)+=245.2.